From a dataset of the Open Reaction Database (ORD), a public repository of structured organic reaction records. describe an organic reaction: reactants, conditions, products, and yield Reactants: Cl (hydrochloride), C(=O)N1CCN(CC1)C(=NC)NN (1-formyl-4-[hydrazino(methylimino)methyl]piperazine). Run in CO (methanol). Conditions: time 8 hour. Yields the product trihydrochloride, N(N)C(N1CCNCC1)=NC (1-[hydrazino(methylimino)methyl]piperazine). Reaction SMILES: Cl.C([N:4]1[CH2:9][CH2:8][N:7]([C:10]([NH:13][NH2:14])=[N:11][CH3:12])[CH2:6][CH2:5]1)=O>CO>[NH:13]([C:10](=[N:11][CH3:12])[N:7]1[CH2:6][CH2:5][NH:4][CH2:9][CH2:8]1)[NH2:14]. Reported procedure: 10 g of the hydrochloride of 1-formyl-4-[hydrazino(methylimino)methyl]piperazine are dissolved in 250 ml of methanol. 50 ml of HClconc. are added, the mixture obtained is stirred overnight and the solvent is evaporated. A solid residue is obtained which is dried over solid KOH. The trihydrochloride of 1-[hydrazino(methylimino)methyl]piperazine is obtained in form of a white product. The reactants are 1/1/1, C(=O)(O)CCC=1C=C(C=CC1)B(O)O (3-carboxyethylphenylboronic acid), C(C)(C)(C)OC(NC(C)C1=C(C=C(C=C1)C(NC1=CC=NC=C1)=O)Br)=O ({1-[2-bromo-4-(pyridine-4-ylcarbamoyl)-phenyl]-ethyl}-carbamic acid tert-butyl ester). The reagents and catalysts are C=1C=CC(=CC1)[P](C=2C=CC=CC2)(C=3C=CC=CC3)[Pd]([P](C=4C=CC=CC4)(C=5C=CC=CC5)C=6C=CC=CC6)([P](C=7C=CC=CC7)(C=8C=CC=CC8)C=9C=CC=CC9)[P](C=1C=CC=CC1)(C=1C=CC=CC1)C=1C=CC=CC1 (Pd tetrakis). The solvent is COCCOC.CCO (DME EtOH). Conditions: temperature 160 celsius. Yields the product C(C)(C)(C)OC(=O)NC(C)C1=C(C=C(C=C1)C(NC1=CC=NC=C1)=O)C1=CC(=CC=C1)CCC(=O)O (3-[2′-(1-tert-Butoxycarbonylamino-ethyl)-5′-(pyridin-4-ylcarbamoyl)-biphenyl-3-yl]-propionic acid). Reaction SMILES: [C:1]([O:5][C:6](=[O:26])[NH:7][CH:8]([C:10]1[CH:15]=[CH:14][C:13]([C:16](=[O:24])[NH:17][C:18]2[CH:23]=[CH:22][N:21]=[CH:20][CH:19]=2)=[CH:12][C:11]=1Br)[CH3:9])([CH3:4])([CH3:3])[CH3:2].[C:27]([CH2:30][CH2:31][C:32]1[CH:33]=[C:34](B(O)O)[CH:35]=[CH:36][CH:37]=1)([OH:29])=[O:28]>COCCOC.CCO.C1C=CC([P]([Pd]([P](C2C=CC=CC=2)(C2C=CC=CC=2)C2C=CC=CC=2)([P](C2C=CC=CC=2)(C2C=CC=CC=2)C2C=CC=CC=2)[P](C2C=CC=CC=2)(C2C=CC=CC=2)C2C=CC=CC=2)(C2C=CC=CC=2)C2C=CC=CC=2)=CC=1>[C:1]([O:5][C:6]([NH:7][CH:8]([C:10]1[CH:15]=[CH:14][C:13]([C:16](=[O:24])[NH:17][C:18]2[CH:23]=[CH:22][N:21]=[CH:20][CH:19]=2)=[CH:12][C:11]=1[C:34]1[CH:35]=[CH:36][CH:37]=[C:32]([CH2:31][CH2:30][C:27]([OH:29])=[O:28])[CH:33]=1)[CH3:9])=[O:26])([CH3:4])([CH3:3])[CH3:2] |f:2.3,^1:53,55,74,93|. Procedure details: To a solution of {1-[2-bromo-4-(pyridine-4-ylcarbamoyl)-phenyl]-ethyl}-carbamic acid tert-butyl ester (3122 μmol) in a mixture of DME/EtOH/2N Na2CO3: 1/1/1 (20 ml) were added 3-carboxyethylphenylboronic acid (1.5 eq) and Pd tetrakis (0.05 eq). The reaction mixture was heated in the microwave at 160° C. for 15 minutes. The reaction mixture was cooled to RT, filtered over celite and washed with EtOAc and MeOH. The solvents were removed under reduced pressure. The compound was purified by column ch... The reactants are COc1ccc(CSCC(Br)C(=O)O)cc1, CS, CCO. The product is COc1ccc(CSCC(SC)C(=O)O)cc1. As a reaction SMILES: [Br:1][CH:2]([C:3](=[O:4])[OH:5])[CH2:6][S:7][CH2:8][c:9]1[cH:10][cH:11][c:12]([O:15][CH3:16])[cH:13][cH:14]1.[CH3:17][SH:18].[CH3:19][CH2:20][OH:21]>>[CH:2]([C:3](=[O:4])[OH:5])([CH2:6][S:7][CH2:8][c:9]1[cH:10][cH:11][c:12]([O:15][CH3:16])[cH:13][cH:14]1)[S:18][CH3:17]. Reactants: C(C(=O)O)(=O)O (oxalic acid), C[C@H]1C[C@H]([C@@H](CC1)C(C)C)OCCN(C)CCOCC(C)C (N-[2-((1R,3R,4S)-1-methyl-4-isopropylcyclohex-3-yloxy)ethyl]-N-[2-(2,2 -dimethylethoxy)ethyl]-N-methylamine), CCCCCC (n-hexane). Solvent: CC(=O)C (acetone), CC(=O)C (acetone). The product is C(C(=O)O)(=O)O.C[C@H]1C[C@H]([C@@H](CC1)C(C)C)OCCN(C)CCOCC(C)C (N-[2-((1R,3R,4S)-1-methyl-4-isopropylcyclohex-3-yloxy)ethyl]-N-[2-(2,2-dimethylethoxy)ethyl]-N-methylamine oxalate). Yield: 89.6%. Reaction SMILES: [CH3:1][C@@H:2]1[CH2:7][CH2:6][C@@H:5]([CH:8]([CH3:10])[CH3:9])[C@H:4]([O:11][CH2:12][CH2:13][N:14]([CH2:16][CH2:17][O:18][CH2:19][CH:20]([CH3:22])[CH3:21])[CH3:15])[CH2:3]1.[C:23]([OH:28])(=[O:27])[C:24]([OH:26])=[O:25].CCCCCC>CC(C)=O>[C:23]([OH:28])(=[O:27])[C:24]([OH:26])=[O:25].[CH3:1][C@@H:2]1[CH2:7][CH2:6][C@@H:5]([CH:8]([CH3:9])[CH3:10])[C@H:4]([O:11][CH2:12][CH2:13][N:14]([CH2:16][CH2:17][O:18][CH2:19][CH:20]([CH3:22])[CH3:21])[CH3:15])[CH2:3]1 |f:4.5|. Procedure details: 1.7 g of N-[2-((1R,3R,4S)-1-methyl-4-isopropylcyclohex-3-yloxy)ethyl]-N-[2-(2,2 -dimethylethoxy)ethyl]-N-methylamine base were dissolved in 30 ml of acetone. A solution of 0.68 g of oxalic acid in 10 ml of acetone was added to the first solution. After addition of 10 ml of n-hexane, the mixture was evaporated under reduced pressure. The residue was taken up in 10 ml of 2-butanone and n-hexane was added dropwise until the mixture became turbid. 1.96 g of N-[2-((1R,3R,4S)-1-methyl-4-isopropylcyclo...